From a dataset of the Open Reaction Database (ORD), a public repository of structured organic reaction records. describe an organic reaction: reactants, conditions, products, and yield The reactants are C=CCNC(C)c1ccccc1, [Li]CCCC, CC(C)(C)OC(=O)C=CCc1ccccc1. Product: C=CCN(C(CC(=O)OC(C)(C)C)Cc1ccccc1)C(C)c1ccccc1. RXN SMILES: [CH2:1]([CH:2]=[CH2:3])[NH:4][CH:5]([c:6]1[cH:7][cH:8][cH:9][cH:10][cH:11]1)[CH3:12].[Li:13][CH2:14][CH2:15][CH2:16][CH3:17].[c:18]1([CH2:24][CH:25]=[CH:26][C:27](=[O:28])[O:29][C:30]([CH3:31])([CH3:32])[CH3:33])[cH:19][cH:20][cH:21][cH:22][cH:23]1>>[CH2:1]([CH:2]=[CH2:3])[N:4]([CH:5]([c:6]1[cH:7][cH:8][cH:9][cH:10][cH:11]1)[CH3:12])[CH:25]([CH2:24][c:18]1[cH:19][cH:20][cH:21][cH:22][cH:23]1)[CH2:26][C:27](=[O:28])[O:29][C:30]([CH3:31])([CH3:32])[CH3:33]. Reactants: CC(=O)O[BH-](OC(C)=O)OC(C)=O, CCOCC, CC(C)(C)CC=O, CCOC(C)=O, ClCCl, Cl, Cl, CC(C)(C)NC(=O)C(N)Cc1ccc(OCc2ccccc2)cc1, [Na+], [Na+], O=C([O-])O. Product: Cl, CC(C)(C)CCNC(Cc1ccc(OCc2ccccc2)cc1)C(=O)NC(C)(C)C. RXN SMILES: [C:33]([O:34][BH-:35]([O:36][C:37](=[O:38])[CH3:39])[O:40][C:41](=[O:42])[CH3:43])(=[O:44])[CH3:45].[CH2:56]([O:57][CH2:58][CH3:59])[CH3:60].[CH3:26][C:27]([CH2:28][CH:29]=[O:30])([CH3:31])[CH3:32].[CH3:61][CH2:62][O:63][C:64]([CH3:65])=[O:66].[Cl:53][CH2:54][Cl:55].[ClH:1].[ClH:52].[NH2:2][CH:3]([C:4](=[O:5])[NH:6][C:7]([CH3:8])([CH3:9])[CH3:10])[CH2:11][c:12]1[cH:13][cH:14][c:15]([O:18][CH2:19][c:20]2[cH:21][cH:22][cH:23][cH:24][cH:25]2)[cH:16][cH:17]1.[Na+:46].[Na+:51].[O-:47][C:48]([OH:49])=[O:50]>>[ClH:1].[NH:2]([CH:3]([C:4](=[O:5])[NH:6][C:7]([CH3:8])([CH3:9])[CH3:10])[CH2:11][c:12]1[cH:13][cH:14][c:15]([O:18][CH2:19][c:20]2[cH:21][cH:22][cH:23][cH:24][cH:25]2)[cH:16][cH:17]1)[CH2:29][CH2:28][C:27]([CH3:26])([CH3:31])[CH3:32]. Reactants: FC(CN1C(=NC=C1)[N+](=O)[O-])COC(C)=O (1-(2'-fluoro-3'-acetoxypropyl)-2-nitroimidazole), Cl (HCl). Reaction conditions: time 8 hour. Yields the product FC(CN1C(=NC=C1)[N+](=O)[O-])CO (1-(2'-fluoro-3'-hydroxypropyl)-2-nitroimidazole). Yield: 37.6%. As a reaction SMILES: [F:1][CH:2]([CH2:12][O:13]C(=O)C)[CH2:3][N:4]1[CH:8]=[CH:7][N:6]=[C:5]1[N+:9]([O-:11])=[O:10].Cl>>[F:1][CH:2]([CH2:12][OH:13])[CH2:3][N:4]1[CH:8]=[CH:7][N:6]=[C:5]1[N+:9]([O-:11])=[O:10]. Procedure details: To 910 mg (3.94 mmol) of 1-(2'-fluoro-3'-acetoxypropyl)-2-nitroimidazole, 6N-HCl was added and stirred overnight at room temperature. The reaction mixture was concentrate and subjected to isolation and purification by silica gel column chromatography to give 280 mg of 1-(2'-fluoro-3'-hydroxypropyl)-2-nitroimidazole. Reactants: FC(C=1C=C(CNC(C2=CC(=NC=C2)C2=C(C=CC(=C2)N2CCCCC2)NC(C2(NC=CC=C2)CCl)=O)=O)C=CC1)(F)F (N-(3-(trifluoromethyl)benzyl)-2-(2-(2-(chloromethyl)picolinamido)-5-(piperidin-1-yl)phenyl)isonicotinamide), [I-].[K+] (potassium iodide), N1C[C@H](CC1)NC(C)=O ((S)—N-(pyrrolidin-3-yl)acetamide), C([O-])([O-])=O.[K+].[K+] (potassium carbonate). Solvent: CN(C=O)C (N,N-dimethylformamide), C(C)(=O)OCC (ethyl acetate). Run at temperature 60 celsius, time 3 hour. Yields the product C(C)(=O)N[C@@H]1CN(CC1)CC1=CC=CC(=N1)C(=O)NC1=C(C=C(C=C1)N1CCCCC1)C1=NC=CC(=C1)C(NCC1=CC(=CC=C1)C(F)(F)F)=O ((S)-6-((3-Acetamidopyrrolidin-1-yl)methyl)-N-(4-(piperidin-1-yl)-2-(4-((3-(trifluoromethyl)benzyl)carbamoyl)pyridin-2-yl)phenyl)picolinamide). Yield: 45.5%. As a reaction SMILES: [F:1][C:2]([F:43])([F:42])[C:3]1[CH:4]=[C:5]([CH:39]=[CH:40][CH:41]=1)[CH2:6][NH:7][C:8](=[O:38])[C:9]1[CH:14]=[CH:13][N:12]=[C:11]([C:15]2[CH:20]=[C:19]([N:21]3[CH2:26][CH2:25][CH2:24][CH2:23][CH2:22]3)[CH:18]=[CH:17][C:16]=2[NH:27][C:28](=[O:37])[C:29]2(CCl)[CH:34]=[CH:33][CH:32]=[CH:31][NH:30]2)[CH:10]=1.[NH:44]1[CH2:48][CH2:47][C@H:46]([NH:49][C:50](=[O:52])[CH3:51])[CH2:45]1.[C:53](=O)([O-])[O-].[K+].[K+].[I-].[K+]>CN(C)C=O.C(OCC)(=O)C>[C:50]([NH:49][C@H:46]1[CH2:47][CH2:48][N:44]([CH2:53][C:31]2[N:30]=[C:29]([C:28]([NH:27][C:16]3[CH:17]=[CH:18][C:19]([N:21]4[CH2:26][CH2:25][CH2:24][CH2:23][CH2:22]4)=[CH:20][C:15]=3[C:11]3[CH:10]=[C:9]([C:8](=[O:38])[NH:7][CH2:6][C:5]4[CH:39]=[CH:40][CH:41]=[C:3]([C:2]([F:43])([F:1])[F:42])[CH:4]=4)[CH:14]=[CH:13][N:12]=3)=[O:37])[CH:34]=[CH:33][CH:32]=2)[CH2:45]1)(=[O:52])[CH3:51] |f:2.3.4,5.6|. Reported procedure: Into a 50-mL round-bottom flask, was placed a solution of N-(3-(trifluoromethyl)benzyl)-2-(2-(2-(chloromethyl)picolinamido)-5-(piperidin-1-yl)phenyl)isonicotinamide (100 mg, 0.15 mmol, 1.00 equiv, 90%) in N,N-dimethylformamide (3 mL), (S)—N-(pyrrolidin-3-yl)acetamide (42 mg, 0.33 mmol, 2.00 equiv), potassium carbonate (45 mg, 0.33 mmol, 2.00 equiv), and potassium iodide (14 mg, 0.08 mmol, 0.50 equiv). The resulting solution was stirred for 3 h at 60° C. in an oil bath. The resulting solution was... Reactants: Cc1cnc(CN(CCCCNC(=O)OC(C)(C)C)Cc2ncccc2O)c(C)c1, CN(C)S(=O)(=O)Cl, CN(C)c1ccncc1, ClCCl. Product: Cc1cnc(CN(CCCCNC(=O)OC(C)(C)C)Cc2ncccc2OS(=O)(=O)N(C)C)c(C)c1. Reaction SMILES: [C:1]([CH3:2])([CH3:3])([CH3:4])[O:5][C:6]([NH:7][CH2:8][CH2:9][CH2:10][CH2:11][N:12]([CH2:13][c:14]1[n:15][cH:16][cH:17][cH:18][c:19]1[OH:20])[CH2:21][c:22]1[n:23][cH:24][c:25]([CH3:29])[cH:26][c:27]1[CH3:28])=[O:30].[CH3:31][N:32]([S:33](=[O:34])(=[O:35])[Cl:36])[CH3:37].[CH3:41][N:42]([c:43]1[cH:44][cH:45][n:46][cH:47][cH:48]1)[CH3:49].[Cl:38][CH2:39][Cl:40]>>[C:1]([CH3:2])([CH3:3])([CH3:4])[O:5][C:6]([NH:7][CH2:8][CH2:9][CH2:10][CH2:11][N:12]([CH2:13][c:14]1[n:15][cH:16][cH:17][cH:18][c:19]1[O:20][S:33]([N:32]([CH3:31])[CH3:37])(=[O:34])=[O:35])[CH2:21][c:22]1[n:23][cH:24][c:25]([CH3:29])[cH:26][c:27]1[CH3:28])=[O:30].